From a dataset of the Open Reaction Database (ORD), a public repository of structured organic reaction records. describe an organic reaction: reactants, conditions, products, and yield The reactants are Mg, acetal, solution, C1COC(C2=CC(=CC=C2)Br)O1 (3-bromobenzaldehyde ethylene acetal), II (I2), COC=C=C (methoxyallene), [Cl-].[NH4+] (ammonium chloride). The reagents and catalysts are [Cu]Cl (copper (1)chloride). The solvent is C1CCOC1 (THF), C1CCOC1 (THF), C1CCOC1 (THF). Reaction conditions: time 1 hour. Yields the product C1COC(C2=CC(=CC=C2)CC#C)O1 (3(2-propynyl)benzaldehyde ethylene acetal). RXN SMILES: II.[CH2:3]1[O:14][CH:6]([C:7]2[CH:12]=[CH:11][CH:10]=[C:9](Br)[CH:8]=2)[O:5][CH2:4]1.CO[CH:17]=[C:18]=[CH2:19].[Cl-].[NH4+]>C1COCC1.[Cu]Cl>[CH2:3]1[O:14][CH:6]([C:7]2[CH:12]=[CH:11][CH:10]=[C:9]([CH2:19][C:18]#[CH:17])[CH:8]=2)[O:5][CH2:4]1 |f:3.4|. Procedure details: Dry Mg (0.74 g) under dry N2 in a flask is covered with THF (10 ml) and a crystal I2 added. 5 ml of a solution of 3-bromobenzaldehyde ethylene acetal (7.0 g) in THF (30 ml) is added and kept until it becomes warm, when it is cooled to 15°, and the remainder of the acetal solution added over 15 minutes, then stirred for an additional 1 hour. A mixture of methoxyallene (2.45 g), copper (1)chloride (0.30 g) and THF (30 ml) is cooled to -20°. The above Grignard solution (under moisture excluding con...